Dataset: the Open Reaction Database (ORD), a public repository of structured organic reaction records. Task: describe an organic reaction: reactants, conditions, products, and yield Reactants: BrCC(=O)C1=NC=C(C=C1Cl)Cl (2-bromo-1-(3,5-dichloropyridin-2-yl)ethanone), N12CN3CN(CN(C1)C3)C2 (1,3,5,7-tetraazatricyclo[3,3,1,13,7]decane). Solvent: C(Cl)(Cl)Cl (chloroform), C(Cl)(Cl)Cl (chloroform). Yields the product [Br-].ClC=1C(=NC=C(C1)Cl)C(C[N+]12CN3CN(CN(C1)C3)C2)=O (1-[2-(3,5-dichloropyridin-2-yl)-2-oxoethyl]-1,3,5,7-tetraazatricyclo[3,3,1,13,7]decan-1-ium bromide). The yield is 97.3%. Reaction SMILES: [Br:1][CH2:2][C:3]([C:5]1[C:10]([Cl:11])=[CH:9][C:8]([Cl:12])=[CH:7][N:6]=1)=[O:4].[N:13]12[CH2:22][N:17]3[CH2:18][N:19]([CH2:21][N:15]([CH2:16]3)[CH2:14]1)[CH2:20]2>C(Cl)(Cl)Cl>[Br-:1].[Cl:11][C:10]1[C:5]([C:3](=[O:4])[CH2:2][N+:13]23[CH2:22][N:17]4[CH2:18][N:19]([CH2:21][N:15]([CH2:16]4)[CH2:14]2)[CH2:20]3)=[N:6][CH:7]=[C:8]([Cl:12])[CH:9]=1 |f:3.4|. Procedure: 5.00 g of the 2-bromo-1-(3,5-dichloropyridin-2-yl)ethanone prepared in Step 2 in Synthetic Example 2 in 30 ml of chloroform was added dropwise to 2.61 g of 1,3,5,7-tetraazatricyclo[3,3,1,13,7]decane in 50 ml of chloroform with stirring at room temperature, and the mixture was stirred at the same temperature for 2 hours. After completion of the reaction, the precipitated crystals were collected by filtration and washed with 30 ml of chloroform to obtain 7.40 g of the desired product as white crys... Yields the product C1(=CC=C(C=C1)/C(=C/COC1=CC=C(C=C1)C[C@@H](C(=O)OCC)OCC)/C)C1=CC=CC=C1 ((E)-(S)-ethyl 3-[4-(3-biphenyl-4-yl-but-2-enyloxy)-phenyl]-2-ethoxy-propionate). Starting materials: C(C)O[C@H](C(=O)OCC)CC1=CC=C(C=C1)O ((S)-ethyl 2-ethoxy-3-(4-hydroxy-phenyl)-propionate), N(=NC(=O)OCC)C(=O)OCC (Diethyl azodicarboxylate), C1(=CC=CC=C1)P(C1=CC=CC=C1)C1=CC=CC=C1 (triphenyl-phosphine), C1(=CC=C(C=C1)/C(=C/CO)/C)C1=CC=CC=C1 ((E)-3-biphenyl-4-yl-but-2-en-1-ol). As a reaction SMILES: N(C(OCC)=O)=NC(OCC)=O.C1(P(C2C=CC=CC=2)C2C=CC=CC=2)C=CC=CC=1.[C:32]1([C:43]2[CH:48]=[CH:47][CH:46]=[CH:45][CH:44]=2)[CH:37]=[CH:36][C:35](/[C:38](/[CH3:42])=[CH:39]/[CH2:40][OH:41])=[CH:34][CH:33]=1.[CH2:49]([O:51][C@@H:52]([CH2:58][C:59]1[CH:64]=[CH:63][C:62](O)=[CH:61][CH:60]=1)[C:53]([O:55][CH2:56][CH3:57])=[O:54])[CH3:50]>C1COCC1>[C:32]1([C:43]2[CH:44]=[CH:45][CH:46]=[CH:47][CH:48]=2)[CH:33]=[CH:34][C:35](/[C:38](/[CH3:42])=[CH:39]/[CH2:40][O:41][C:62]2[CH:61]=[CH:60][C:59]([CH2:58][C@H:52]([O:51][CH2:49][CH3:50])[C:53]([O:55][CH2:56][CH3:57])=[O:54])=[CH:64][CH:63]=2)=[CH:36][CH:37]=1. Procedure: Diethyl azodicarboxylate (0.346 ml, 2.2 mmol) was added at 0° C. to a stirred solution of triphenyl-phosphine (0.656 g, 2.2 mmol) and (E)-3-biphenyl-4-yl-but-2-en-1-ol (0.270 g, 1.2 mmol) in dry THF (20 ml) and the mixture stirred for 5 min. A solution of (S)-ethyl 2-ethoxy-3-(4-hydroxy-phenyl)-propionate (0.238 g, 1.0 mmol) in dry THF (10 ml) was added, the mixture allowed to warm to room temperature, and stirring continued for 48 h. The resulting mixture was evaporated in vacuo and the residue... The solvent is C1CCOC1 (THF), C1CCOC1 (THF). Reaction conditions: time 5 minute. Reactants: BrC=1C=CC=2N(C1)C(=NN2)C(C)C=2N=NC(=CC2)Cl (6-bromo-3-(1-(6-chloropyridazin-3-yl)ethyl)-[1,2,4]triazolo[4,3-a]pyridine), COC1=C(C=CC(=C1)OC)CN ((2,4-dimethoxyphenyl)methanamine), C(=O)(O)[O-].[Na+] (NaHCO3). The solvent is CC(C)O (IPA). Run at temperature 140 celsius. Product: COC1=C(CNC=2N=NC(=CC2)C(C)C2=NN=C3N2C=C(C=C3)C)C=CC(=C1)OC (N-(2,4-dimethoxybenzyl)-6-(1-(6-methyl-[1,2,4]triazolo[4,3-a]pyridin-3-yl)ethyl)pyridazin-3-amine), BrC=1C=CC=2N(C1)C(=NN2)C(C)C2=CC=C(N=N2)NCC2=C(C=C(C=C2)OC)OC (6-(1-(6-bromo-[1,2,4]triazolo[4,3-a]pyridin-3-yl)ethyl)-N-(2,4-dimethoxybenzyl)pyridazin-3-amine). Isolated yield 166.5%. Reaction SMILES: [Br:1][C:2]1[CH:3]=[CH:4][C:5]2[N:6]([C:8]([CH:11]([C:13]3[N:14]=[N:15][C:16](Cl)=[CH:17][CH:18]=3)[CH3:12])=[N:9][N:10]=2)[CH:7]=1.[CH3:20][O:21][C:22]1[CH:27]=[C:26]([O:28][CH3:29])[CH:25]=[CH:24][C:23]=1[CH2:30][NH2:31].[C:32]([O-])(O)=O.[Na+]>CC(O)C>[CH3:20][O:21][C:22]1[CH:27]=[C:26]([O:28][CH3:29])[CH:25]=[CH:24][C:23]=1[CH2:30][NH:31][C:16]1[N:15]=[N:14][C:13]([CH:11]([C:8]2[N:6]3[CH:7]=[C:2]([CH3:32])[CH:3]=[CH:4][C:5]3=[N:10][N:9]=2)[CH3:12])=[CH:18][CH:17]=1.[Br:1][C:2]1[CH:3]=[CH:4][C:5]2[N:6]([C:8]([CH:11]([C:13]3[N:14]=[N:15][C:16]([NH:31][CH2:30][C:23]4[CH:24]=[CH:25][C:26]([O:28][CH3:29])=[CH:27][C:22]=4[O:21][CH3:20])=[CH:17][CH:18]=3)[CH3:12])=[N:9][N:10]=2)[CH:7]=1 |f:2.3|. Procedure details: A mixture of 6-bromo-3-(1-(6-chloropyridazin-3-yl)ethyl)-[1,2,4]triazolo[4,3-a]pyridine (650 mg, 1.920 mmol), (2,4-dimethoxyphenyl)methanamine (0.577 mL, 3.84 mmol), and NaHCO3 (645 mg, 7.68 mmol) in IPA (10.0 mL) was heated in a microwave on high absorbance for 18 hrs at 140° C. The reaction was cooled to ambient temperature, stripped to dryness via rotary evaporation, and reconstituted in EtOAc (25 mL). The insolubles were filtered off and the filtrate was reduced to dryness. The resulting res... The reactants are ClC1=NC2=C(C=C(C=C2C=C1C(=O)O)Cl)Cl (2,6,8-trichloroquinoline-3-carboxylic acid), OC=1C=C(CC(N)C(=O)O)C=CC1 (3-hydroxy-DL-phenylalanine). Yields the product C(=O)(O)C(CC1=CC(=CC=C1)O)NC1=NC2=C(C=C(C=C2C=C1C(=O)O)Cl)Cl (2-[1-Carboxy-2-(3-hydroxy-phenyl)-ethylamino]-6,8-dichloro-quinoline-3-carboxylic acid). As a reaction SMILES: Cl[C:2]1[C:11]([C:12]([OH:14])=[O:13])=[CH:10][C:9]2[C:4](=[C:5]([Cl:16])[CH:6]=[C:7]([Cl:15])[CH:8]=2)[N:3]=1.[OH:17][C:18]1[CH:19]=[C:20]([CH:27]=[CH:28][CH:29]=1)[CH2:21][CH:22]([C:24]([OH:26])=[O:25])[NH2:23]>>[C:24]([CH:22]([NH:23][C:2]1[C:11]([C:12]([OH:14])=[O:13])=[CH:10][C:9]2[C:4](=[C:5]([Cl:16])[CH:6]=[C:7]([Cl:15])[CH:8]=2)[N:3]=1)[CH2:21][C:20]1[CH:27]=[CH:28][CH:29]=[C:18]([OH:17])[CH:19]=1)([OH:26])=[O:25]. Procedure details: In close analogy to the procedure described in Example 1, 2,6,8-trichloroquinoline-3-carboxylic acid is reacted with 3-hydroxy-DL-phenylalanine to provide the title compound in moderate yield. LCMS m/z 421 (M+1).